describe an organic reaction: reactants, conditions, products, and yield From a dataset of the Open Reaction Database (ORD), a public repository of structured organic reaction records. Starting materials: C1CCOC1, O=C(CCl)c1ccccc1, OCCNCCO. Yields the product OC(CCl)c1ccccc1. RXN SMILES: [CH2:18]1[O:19][CH2:20][CH2:21][CH2:22]1.[Cl:1][CH2:2][C:3](=[O:4])[c:5]1[cH:6][cH:7][cH:8][cH:9][cH:10]1.[OH:11][CH2:12][CH2:13][NH:14][CH2:15][CH2:16][OH:17]>>[Cl:1][CH2:2][CH:3]([OH:4])[c:5]1[cH:6][cH:7][cH:8][cH:9][cH:10]1. Starting materials: CCO, [NH4+], [OH-], N#CC1Cc2cc3ccoc3cc21. Yields the product NCC1Cc2cc3ccoc3cc21. RXN SMILES: [CH3:16][CH2:17][OH:18].[NH4+:15].[OH-:14].[o:1]1[c:2]2[c:3]([cH:4][cH:5]1)[cH:6][c:7]1[c:8]([cH:9]2)[CH:10]([C:12]#[N:13])[CH2:11]1>>[o:1]1[c:2]2[c:3]([cH:4][cH:5]1)[cH:6][c:7]1[c:8]([cH:9]2)[CH:10]([CH2:12][NH2:13])[CH2:11]1. Starting materials: O=Cc1ccc(OCCBr)cc1, CCO, [K+], [OH-], Oc1ccc2ccccc2c1. Yields the product O=Cc1ccc(OCCOc2ccc3ccccc3c2)cc1. Reaction SMILES: [Br:14][CH2:15][CH2:16][O:17][c:18]1[cH:19][cH:20][c:21]([CH:22]=[O:23])[cH:24][cH:25]1.[CH3:26][CH2:27][OH:28].[K+:2].[OH-:1].[OH:3][c:4]1[cH:5][cH:6][c:7]2[cH:8][cH:9][cH:10][cH:11][c:12]2[cH:13]1>>[O:3]([c:4]1[cH:5][cH:6][c:7]2[cH:8][cH:9][cH:10][cH:11][c:12]2[cH:13]1)[CH2:15][CH2:16][O:17][c:18]1[cH:19][cH:20][c:21]([CH:22]=[O:23])[cH:24][cH:25]1. The reactants are [BH4-], CO, [Na+], Cc1cccc(-c2cc(OCCO)cc(C)[n+]2[O-])n1. Product: Cc1cccc(-c2cc(OCCO)cc(C)n2)n1. As a reaction SMILES: [BH4-:20].[CH3:22][OH:23].[Na+:21].[OH:1][CH2:2][CH2:3][O:4][c:5]1[cH:6][c:7](-[c:13]2[n:14][c:15]([CH3:19])[cH:16][cH:17][cH:18]2)[n+:8]([O-:12])[c:9]([CH3:11])[cH:10]1>>[OH:1][CH2:2][CH2:3][O:4][c:5]1[cH:6][c:7](-[c:13]2[n:14][c:15]([CH3:19])[cH:16][cH:17][cH:18]2)[n:8][c:9]([CH3:11])[cH:10]1. Reactants: acylated amine, B#B (diborane), reduced amine, C(C)N(CCCCCCCC)CCCCC1=CC=C(C=C1)[N+](=O)[O-] (N-ethyl-N-n-octyl-4-(4-nitrophenyl)butylamine), oxalate salt, C(C(=O)O)(=O)O (oxalic acid). Solvent: C(C)(=O)OCC (ethyl acetate). The product is C(C(=O)[O-])(=O)[O-].C(C)[NH+](CCCCCCCC)CCCCC1=CC=C(C=C1)[N+](=O)[O-].C(C)[NH+](CCCCCCCC)CCCCC1=CC=C(C=C1)[N+](=O)[O-] (N-Ethyl-N-n-octyl-4-(4-nitrophenyl)butylaminium oxalate). RXN SMILES: B#B.[CH2:3]([N:5]([CH2:14][CH2:15][CH2:16][CH2:17][C:18]1[CH:23]=[CH:22][C:21]([N+:24]([O-:26])=[O:25])=[CH:20][CH:19]=1)[CH2:6][CH2:7][CH2:8][CH2:9][CH2:10][CH2:11][CH2:12][CH3:13])[CH3:4].[C:27]([OH:32])(=[O:31])[C:28]([OH:30])=[O:29]>C(OCC)(=O)C>[C:27]([O-:32])(=[O:31])[C:28]([O-:30])=[O:29].[CH2:3]([NH+:5]([CH2:14][CH2:15][CH2:16][CH2:17][C:18]1[CH:19]=[CH:20][C:21]([N+:24]([O-:26])=[O:25])=[CH:22][CH:23]=1)[CH2:6][CH2:7][CH2:8][CH2:9][CH2:10][CH2:11][CH2:12][CH3:13])[CH3:4].[CH2:3]([NH+:5]([CH2:14][CH2:15][CH2:16][CH2:17][C:18]1[CH:19]=[CH:20][C:21]([N+:24]([O-:26])=[O:25])=[CH:22][CH:23]=1)[CH2:6][CH2:7][CH2:8][CH2:9][CH2:10][CH2:11][CH2:12][CH3:13])[CH3:4] |f:4.5.6|. Reported procedure: Reduction of the acylated amine was effected by reaction with diborane according to the procedure of Example 1. The reduced amine, N-ethyl-N-n-octyl-4-(4-nitrophenyl)butylamine, was converted to the oxalate salt by reaction with oxalic acid in ethyl acetate. After several recrystallizations from isopropanol there was recovered 3.9 g. of N-ethyl-N-n-octyl-4-(4-nitrophenyl)butylaminium oxalate. M.P. 105°-108° C. Reactants: C(CC)(=O)Cl (propionyl chloride), C(#CC)[Mg]Br (propynylmagnesium bromide), O1CCCC1 (tetrahydrofuran), C([O-])(O)=O.[K+] (potassium bicarbonate), Cl.N(N)C1=CC=C(C=C1)CCO (2-(4-hydrazinophenyl)ethanol hydrochloride). The solvent is CCOCC (ether), C(C)O (ethanol). Reaction conditions: temperature 0 celsius, time 1 hour. The product is C(C)C1=NN(C(=C1)C)C1=CC=C(C=C1)CCO (2-[4-(3-Ethyl-5-methyl-1H-pyrazol-1-yl)phenyl]ethanol). Yield: 27.0%. Reaction SMILES: [C:1](Cl)(=O)[CH2:2][CH3:3].[C:6]([Mg]Br)#[C:7][CH3:8].O1CCCC1.C(=O)(O)[O-].[K+].Cl.[NH:22]([C:24]1[CH:29]=[CH:28][C:27]([CH2:30][CH2:31][OH:32])=[CH:26][CH:25]=1)[NH2:23]>CCOCC.C(O)C>[CH2:7]([C:6]1[CH:1]=[C:2]([CH3:3])[N:22]([C:24]2[CH:25]=[CH:26][C:27]([CH2:30][CH2:31][OH:32])=[CH:28][CH:29]=2)[N:23]=1)[CH3:8] |f:3.4,5.6|. Procedure: To a stirred solution of propionyl chloride (0.87 mL, 10 mmol) in ether (10 mL) was added a propynylmagnesium bromide 0.5 M solution in tetrahydrofuran (22 mL, 11 mmol) at 0° C. The resulting mixture was stirred at 0° C. for 1 h and then potassium bicarbonate was added. After filtered, ethanol (30 mL) and 2-(4-hydrazinophenyl)ethanol hydrochloride (490 mg, 2.5 mmol) were added. The mixture was heated under reflux overnight. After removal of the solvent, the resulting residue was partitioned betw... The reactants are C1CCOC1, C1CCCCC1, CCOCC, [Cl-], [K+], N#N, Oc1c[nH]c(-c2ccc(Cl)cc2)c1, O=C(O)CC(O)(CC(=O)O)C(=O)O, O=C(O)C(F)(F)F, Cc1ccc(S(=O)(=O)NC(C)C(=O)Cl)cc1, Cc1ccccc1, c1ccncc1. Product: Cc1ccc(S(=O)(=O)NC(C)C(=O)Oc2c[nH]c(-c3ccc(Cl)cc3)c2)cc1. Reaction SMILES: [CH2:60]1[O:61][CH2:62][CH2:63][CH2:64]1.[CH2:65]1[CH2:66][CH2:67][CH2:68][CH2:69][CH2:70]1.[CH3:78][CH2:79][O:80][CH2:81][CH3:82].[Cl-:58].[K+:59].[N:1]#[N:2].[OH:16][c:17]1[cH:18][nH:19][c:20](-[c:22]2[cH:23][cH:24][c:25]([Cl:28])[cH:26][cH:27]2)[cH:21]1.[OH:45][C:46]([CH2:47][C:48]([C:49](=[O:50])[OH:51])([CH2:52][C:53](=[O:54])[OH:55])[OH:56])=[O:57].[OH:9][C:10]([C:11]([F:12])([F:13])[F:14])=[O:15].[S:29](=[O:30])(=[O:31])([c:32]1[cH:33][cH:34][c:35]([CH3:36])[cH:37][cH:38]1)[NH:39][CH:40]([CH3:41])[C:42](=[O:43])[Cl:44].[c:71]1([CH3:72])[cH:73][cH:74][cH:75][cH:76][cH:77]1.[cH:3]1[cH:4][cH:5][n:6][cH:7][cH:8]1>>[O:16]([c:17]1[cH:18][nH:19][c:20](-[c:22]2[cH:23][cH:24][c:25]([Cl:28])[cH:26][cH:27]2)[cH:21]1)[C:42]([CH:40]([NH:39][S:29](=[O:30])(=[O:31])[c:32]1[cH:33][cH:34][c:35]([CH3:36])[cH:37][cH:38]1)[CH3:41])=[O:43].